Dataset: the Open Reaction Database (ORD), a public repository of structured organic reaction records. Task: describe an organic reaction: reactants, conditions, products, and yield Reactants: NC1=C(C(=NN1C1=C(C=C(C=C1Cl)C(F)(F)F)Cl)C#N)C1SCCS1 (5-amino-1-[2,6-dichloro-4-(trifluoromethyl)phenyl]-4-(1,3-dithiolan-2-yl)-1H-pyrazole-3-carbonitrile), C(OCC)(OCC)OCC (triethyl orthoformate), C1(=CC=C(C=C1)S(=O)(=O)O)C (p-toluenesulfonic acid), oil. The product is NC1=C(C(=NN1C1=C(C=C(C=C1Cl)C(F)(F)F)Cl)C#N)C1SCCS1.C(C)OC=C (5-amino-1-[2,6-dichloro-4-(trifluoromethyl)phenyl]-4-(1,3-dithiolan-2-yl)-1H-pyrazole-3-carbonitrile ethoxyethylene). As a reaction SMILES: [NH2:1][C:2]1[N:6]([C:7]2[C:12]([Cl:13])=[CH:11][C:10]([C:14]([F:17])([F:16])[F:15])=[CH:9][C:8]=2[Cl:18])[N:5]=[C:4]([C:19]#[N:20])[C:3]=1[CH:21]1[S:25][CH2:24][CH2:23][S:22]1.[CH:26](OCC)([O:30][CH2:31][CH3:32])OCC.[C:36]1(C)C=CC(S(O)(=O)=O)=CC=1>>[NH2:1][C:2]1[N:6]([C:7]2[C:12]([Cl:13])=[CH:11][C:10]([C:14]([F:17])([F:15])[F:16])=[CH:9][C:8]=2[Cl:18])[N:5]=[C:4]([C:19]#[N:20])[C:3]=1[CH:21]1[S:22][CH2:23][CH2:24][S:25]1.[CH2:26]([O:30][CH:31]=[CH2:32])[CH3:36] |f:3.4|. Procedure: To 5-amino-1-[2,6-dichloro-4-(trifluoromethyl)phenyl]-4-(1,3-dithiolan-2-yl)-1H-pyrazole-3-carbonitrile (0.30 g, 0.71 mmol) in triethyl orthoformate (4.45 g, 29.70 mmol) was added p-toluenesulfonic acid (18 mg). The resulting mixture was heated up to 100 C for 1.5 hr. It was then cooled and then concentrated. The resulting viscous liquid was diluted with dichloromethane (20 mL). The organic layer was washed with saturated sodium bicarbonate, brine, and then dried over sodium sulfate to provide, ... The reactants are BrC1=CC=C(C=C1)S(=O)(=O)NC(C)(C)C (4-bromo-N-(tert-butyl)benzenesulfonamide), C(C)(C)(C)P(C(C)(C)C)C(C)(C)C (Tri-t-butylphosphine), C(#N)C1=CC=C(N1C)B(O)O (5-cyano-1-methyl-1H-pyrrol-2-ylboronic acid), [F-].[K+] (potassium fluoride). The reagents and catalysts are C=1C=CC(=CC1)/C=C/C(=O)/C=C/C2=CC=CC=C2.C=1C=CC(=CC1)/C=C/C(=O)/C=C/C2=CC=CC=C2.C=1C=CC(=CC1)/C=C/C(=O)/C=C/C2=CC=CC=C2.[Pd].[Pd] (tris(dibenzylideneacetone)dipalladium(0)). Conditions: time 16 hour. Product: C(C)(C)(C)NS(=O)(=O)C1=CC=C(C=C1)C=1N(C(=CC1)C#N)C (N-(tert-butyl)-4-(5-cyano-1-methyl-1H-pyrrol-2-yl)benzenesulfonamide). The yield is 15.0%. RXN SMILES: Br[C:2]1[CH:7]=[CH:6][C:5]([S:8]([NH:11][C:12]([CH3:15])([CH3:14])[CH3:13])(=[O:10])=[O:9])=[CH:4][CH:3]=1.[C:16]([C:18]1[N:22]([CH3:23])[C:21](B(O)O)=[CH:20][CH:19]=1)#[N:17].[F-].[K+].C(P(C(C)(C)C)C(C)(C)C)(C)(C)C>C1C=CC(/C=C/C(/C=C/C2C=CC=CC=2)=O)=CC=1.C1C=CC(/C=C/C(/C=C/C2C=CC=CC=2)=O)=CC=1.C1C=CC(/C=C/C(/C=C/C2C=CC=CC=2)=O)=CC=1.[Pd].[Pd]>[C:12]([NH:11][S:8]([C:5]1[CH:6]=[CH:7][C:2]([C:21]2[N:22]([CH3:23])[C:18]([C:16]#[N:17])=[CH:19][CH:20]=2)=[CH:3][CH:4]=1)(=[O:10])=[O:9])([CH3:15])([CH3:14])[CH3:13] |f:2.3,5.6.7.8.9|. Procedure details: According to general procedure B, 4-bromo-N-(tert-butyl)benzenesulfonamide (117 mg, 0.40 mmol), 5-cyano-1-methyl-1H-pyrrol-2-ylboronic acid (72 mg, 0.48 mmol), potassium fluoride (76 mg, 1.3 mmol), and tris(dibenzylideneacetone)dipalladium(0) (10 mg, 0.01 mmol) were placed in an oven dried flask under nitrogen and dry THF (1.0 mL) was added. Tri-t-butylphosphine (60 μL, 0.02 mmol, 10 wt % in hexane) was added and the reaction was stirred for 16 hours. N-(tert-butyl)-4-(5-cyano-1-methyl-1H-pyrrol... Starting materials: [N+](=O)([O-])C=1C=C2N=C(C(NC2=CC1)=O)C=1SC=CC1 (6-nitro-3-thiophen-2-yl-1H-quinoxalin-2-one), NN.O (H2NNH2.H2O). The reagents and catalysts are [Pd] (Pd/C). Run in CO (MeOH). Product: NC=1C=C2N=C(C(NC2=CC1)=O)C=1SC=CC1 (6-amino-3-thiophen-2-yl-1H-quinoxalin-2-one). Reaction SMILES: [N+:1]([C:4]1[CH:5]=[C:6]2[C:11](=[CH:12][CH:13]=1)[NH:10][C:9](=[O:14])[C:8]([C:15]1[S:16][CH:17]=[CH:18][CH:19]=1)=[N:7]2)([O-])=O.NN.O>[Pd].CO>[NH2:1][C:4]1[CH:5]=[C:6]2[C:11](=[CH:12][CH:13]=1)[NH:10][C:9](=[O:14])[C:8]([C:15]1[S:16][CH:17]=[CH:18][CH:19]=1)=[N:7]2 |f:1.2|. Reported procedure: The quinoxalin-2-one of the present example is prepared by reducing 6-nitro-3-thiophen-2-yl-1H-quinoxalin-2-one of Example 39 with H2NNH2.H2O in the presence of Pd/C in refluxing MeOH. Starting materials: C(C=C)N1N(C2=NC(=NC=C2C1=O)SC)C1=NC(=CC=C1)[C@@H](C)O (2-allyl-1-{6-[(1R*)-1-hydroxyethyl]pyridin-2-yl}-6-(methylthio)-1,2-dihydro-3H-pyrazolo[3,4-d]pyrimidin-3-one), CC=1C=C(N)C=CC1N1CCN(CC1)C (3-methyl-4-(4-methylpiperazin-1-yl)aniline). Yields the product C(C=C)N1N(C2=NC(=NC=C2C1=O)NC1=CC(=C(C=C1)N1CCN(CC1)C)C)C1=NC(=CC=C1)C(C)O ((±)-2-allyl-1-{6-[(1RS)-1-hydroxyethyl]pyridin-2-yl}-6-{[3-methyl-4-(4-methylpiperazin-1-yl)phenyl]amino}-1,2-dihydro-3H-pyrazolo[3,4-d]pyrimidin-3-one). Reaction SMILES: [CH2:1]([N:4]1[C:12](=[O:13])[C:11]2[C:6](=[N:7][C:8](SC)=[N:9][CH:10]=2)[N:5]1[C:16]1[CH:21]=[CH:20][CH:19]=[C:18]([C@H:22]([OH:24])[CH3:23])[N:17]=1)[CH:2]=[CH2:3].[CH3:25][C:26]1[CH:27]=[C:28]([CH:30]=[CH:31][C:32]=1[N:33]1[CH2:38][CH2:37][N:36]([CH3:39])[CH2:35][CH2:34]1)[NH2:29]>>[CH2:1]([N:4]1[C:12](=[O:13])[C:11]2[C:6](=[N:7][C:8]([NH:29][C:28]3[CH:30]=[CH:31][C:32]([N:33]4[CH2:34][CH2:35][N:36]([CH3:39])[CH2:37][CH2:38]4)=[C:26]([CH3:25])[CH:27]=3)=[N:9][CH:10]=2)[N:5]1[C:16]1[CH:21]=[CH:20][CH:19]=[C:18]([CH:22]([OH:24])[CH3:23])[N:17]=1)[CH:2]=[CH2:3]. Procedure: 83.2 mg of the entitled compound was obtained as a white solid in the same manner as in Example 86-1 to 86-3, for which, however, a racemic starting material thereof was used in place of the chiral starting material of 2-allyl-1-{6-[(1R*)-1-hydroxyethyl]pyridin-2-yl}-6-(methylthio)-1,2-dihydro-3H-pyrazolo[3,4-d]pyrimidin-3-one used in Example 86-2, and 3-methyl-4-(4-methylpiperazin-1-yl)aniline was used in place of 4-(4-methylpiperazin-1-yl)aniline used in Example 86-3. Starting materials: BrC1=CC=C(C=O)C=C1 (4-Bromobenzaldehyde), [C@@H]1(CCCC2=CC=CC=C12)N ((1S)-1,2,3,4-tetrahydro-1-naphthalenylamine). Yields the product BrC1=CC=C(CN[C@H]2CCCC3=CC=CC=C23)C=C1 (N-(4-bromobenzyl)-N-[(1S)-1,2,3,4-tetrahydro-1-naphthalenyl]amine). RXN SMILES: [Br:1][C:2]1[CH:9]=[CH:8][C:5]([CH:6]=O)=[CH:4][CH:3]=1.[C@@H:10]1([NH2:20])[C:19]2[C:14](=[CH:15][CH:16]=[CH:17][CH:18]=2)[CH2:13][CH2:12][CH2:11]1>>[Br:1][C:2]1[CH:9]=[CH:8][C:5]([CH2:6][NH:20][C@@H:10]2[C:19]3[C:14](=[CH:15][CH:16]=[CH:17][CH:18]=3)[CH2:13][CH2:12][CH2:11]2)=[CH:4][CH:3]=1. Procedure: 4-Bromobenzaldehyde and (1S)-1,2,3,4-tetrahydro-1-naphthalenylamine were processed as described in Example 1A to provide the title compound. The reactants are CN1CCC(N2C(=O)CN=C(c3ccccc3)c3ccccc32)CC1, CCOC(=O)Cl, [Na+], O, O=C([O-])O, c1ccccc1. Product: CCOC(=O)N1CCC(N2C(=O)CN=C(c3ccccc3)c3ccccc32)CC1. Reaction SMILES: [CH3:1][N:2]1[CH2:3][CH2:4][CH:5]([N:8]2[C:9](=[O:25])[CH2:10][N:11]=[C:12]([c:19]3[cH:20][cH:21][cH:22][cH:23][cH:24]3)[c:13]3[c:14]2[cH:15][cH:16][cH:17][cH:18]3)[CH2:6][CH2:7]1.[Cl:26][C:27](=[O:28])[O:29][CH2:30][CH3:31].[Na+:32].[OH2:37].[OH:33][C:34](=[O:35])[O-:36].[cH:38]1[cH:39][cH:40][cH:41][cH:42][cH:43]1>>[N:2]1([C:27](=[O:28])[O:29][CH2:30][CH3:31])[CH2:3][CH2:4][CH:5]([N:8]2[C:9](=[O:25])[CH2:10][N:11]=[C:12]([c:19]3[cH:20][cH:21][cH:22][cH:23][cH:24]3)[c:13]3[c:14]2[cH:15][cH:16][cH:17][cH:18]3)[CH2:6][CH2:7]1. RXN SMILES: [C:1]([O:2][C:3](=[O:4])[NH:8][CH:9]1[CH2:10][N:11]([C:15](=[O:16])[c:17]2[n:18][n:19]([CH3:26])[c:20]3[cH:21][cH:22][cH:23][cH:24][c:25]23)[CH2:12][CH:13]1[CH3:14])([CH3:5])([CH3:6])[CH3:7].[CH3:28][CH2:29][OH:30].[ClH:27]>>[ClH:27].[NH2:8][CH:9]1[CH2:10][N:11]([C:15](=[O:16])[c:17]2[n:18][n:19]([CH3:26])[c:20]3[cH:21][cH:22][cH:23][cH:24][c:25]23)[CH2:12][CH:13]1[CH3:14]. Reactants: CC1CN(C(=O)c2nn(C)c3ccccc23)CC1NC(=O)OC(C)(C)C, CCO, Cl. Product: Cl, CC1CN(C(=O)c2nn(C)c3ccccc23)CC1N.